This data is from the Open Reaction Database (ORD), a public repository of structured organic reaction records. The task is: describe an organic reaction: reactants, conditions, products, and yield The reactants are C(C)(C)(C)C1=C(C=CC=C1)N1CCN(CC1)C(C(=O)NC1CCN(CC1)C(=O)OC(C)(C)C)=O (tert-Butyl 4-({[4-(2-tert-butylphenyl)piperazin-1-yl](oxo)acetyl}amino)piperidine-1-carboxylate), Cl.CCOC(=O)C (HCl EtOAc). Product: Cl.Cl.C(C)(C)(C)C1=C(C=CC=C1)N1CCN(CC1)C(C(=O)NC1CCNCC1)=O (2-[4-(2-tert-Butylphenyl)piperazin-1-yl]-2-oxo-N-piperidin-4-ylacetamide dihydrochloride). As a reaction SMILES: [C:1]([C:5]1[CH:10]=[CH:9][CH:8]=[CH:7][C:6]=1[N:11]1[CH2:16][CH2:15][N:14]([C:17](=[O:34])[C:18]([NH:20][CH:21]2[CH2:26][CH2:25][N:24](C(OC(C)(C)C)=O)[CH2:23][CH2:22]2)=[O:19])[CH2:13][CH2:12]1)([CH3:4])([CH3:3])[CH3:2].[ClH:35].CCOC(C)=O>>[ClH:35].[ClH:35].[C:1]([C:5]1[CH:10]=[CH:9][CH:8]=[CH:7][C:6]=1[N:11]1[CH2:12][CH2:13][N:14]([C:17](=[O:34])[C:18]([NH:20][CH:21]2[CH2:22][CH2:23][NH:24][CH2:25][CH2:26]2)=[O:19])[CH2:15][CH2:16]1)([CH3:4])([CH3:2])[CH3:3] |f:1.2,3.4.5|. Procedure: A solution of tert-butyl 4-({[4-(2-tert-butylphenyl)piperazin-1-yl](oxo)acetyl}amino)piperidine-1-carboxylate (Example 181, 2.5 g, 5.29 mmol) in 4 M HCl-EtOAc solution (20 mL) was stirred at room temperature for 3 h. The reaction mixture was concentrated under reduced pressure to give the title compound (2.94 g) as a yellow solid. The reactants are ClC=1C=C(C=CC1Cl)S(=O)CCCCOC=1C=CC2=C(C(OC(N2)=O)(C)C)C1 (6-[4-(3,4-dichloro-phenylsulfinyl)-butoxy]-4,4-dimethyl-4H-3,1-benzoxazin-2-one), CI (methyl iodide), [OH-].[Na+] (sodium hydroxide). The reagents and catalysts are S(=O)(=O)(O)[O-].C(CCC)[N+](CCCC)(CCCC)CCCC (tetrabutylammonium hydrogen sulfate). Solvent: C(Cl)Cl (methylene chloride). Product: ClC=1C=C(C=CC1Cl)S(=O)CCCCOC=1C=CC2=C(C(OC(N2C)=O)(C)C)C1 (6-[4-(3,4-Dichloro-phenylsulfinyl)-butoxy]-1,4,4-trimethyl-4H-3,1-benzoxazin-2-one). Reaction SMILES: [Cl:1][C:2]1[CH:3]=[C:4]([S:9]([CH2:11][CH2:12][CH2:13][CH2:14][O:15][C:16]2[CH:17]=[CH:18][C:19]3[NH:24][C:23](=[O:25])[O:22][C:21]([CH3:27])([CH3:26])[C:20]=3[CH:28]=2)=[O:10])[CH:5]=[CH:6][C:7]=1[Cl:8].[CH3:29]I.[OH-].[Na+]>C(Cl)Cl.S([O-])(O)(=O)=O.C([N+](CCCC)(CCCC)CCCC)CCC>[Cl:1][C:2]1[CH:3]=[C:4]([S:9]([CH2:11][CH2:12][CH2:13][CH2:14][O:15][C:16]2[CH:17]=[CH:18][C:19]3[N:24]([CH3:29])[C:23](=[O:25])[O:22][C:21]([CH3:26])([CH3:27])[C:20]=3[CH:28]=2)=[O:10])[CH:5]=[CH:6][C:7]=1[Cl:8] |f:2.3,5.6|. Procedure: A solution of 1.1 gm (0.0025 mol) of 6-[4-(3,4-dichloro-phenylsulfinyl)-butoxy]-4,4-dimethyl-4H-3,1-benzoxazin-2-one and 1 ml of methyl iodide in 30 ml of methylene chloride are mixed with 30 ml of 2N sodium hydroxide solution (0.06 mol) and a spatula tip of tetrabutylammonium hydrogen sulfate, and the mixture is stirred for 18 hours at ambient temperature. The organic phase is separated, washed twice with water, and dried with sodium sulfate, and the methylene chloride is distilled off. The res... The reactants are ClC1=C(C(=O)C2=CC=C(C=C2)C)C=CC(=C1)F (2-chloro-4-fluoro-4'-methylbenzophenone), O.C1(=CC=C(C=C1)S(=O)(=O)O)C (toluene-4-sulfonic acid hydrate), OO (hydrogen peroxide). Run in O1CCCC1 (tetrahydrofuran), O1CCCC1 (tetrahydrofuran), O (water). Reaction conditions: temperature 20 celsius, time 12 hour. The product is ClC1=C(C(=O)O)C=CC(=C1)F (2-chloro-4-fluorobenzoic acid). Yield: 87.0%. As a reaction SMILES: [Cl:1][C:2]1[CH:16]=[C:15]([F:17])[CH:14]=[CH:13][C:3]=1[C:4](C1C=CC(C)=CC=1)=[O:5].O.C1(C)C=CC(S(O)(=O)=[O:26])=CC=1.OO>O1CCCC1.O>[Cl:1][C:2]1[CH:16]=[C:15]([F:17])[CH:14]=[CH:13][C:3]=1[C:4]([OH:5])=[O:26] |f:1.2|. Procedure details: 12.4 g (0.05 mol) of 2-chloro-4-fluoro-4'-methylbenzophenone in 30 ml of tetrahydrofuran were added dropwise to a solution of 19.0 g (0.1 mol) of toluene-4-sulfonic acid hydrate and 3.8 g (0.1 mol) of 90% hydrogen peroxide in 100 ml of tetrahydrofuran. The mixture was subsequently stirred for 12 h at 20° C. and then diluted with 100 g of water. Further processing as described in Example 22 gave 7.6 g (43.5 mmol, 87%) of 2-chloro-4-fluorobenzoic acid (m.p. 181°-186° C.). Reactants: C(C1=CC=CC=C1)OC1CN(C1)C=1C=C2C(N(C(N(C2=CC1)C1CCOCC1)=O)CC1=CC(=C(C=C1)OC)OC)=O (6-[3-(benzyloxy)azetidin-1-yl]-3-(3,4-dimethoxybenzyl)-1-(tetrahydro-2H-pyran-4-yl)-quinazoline-2,4(1H,3H)-dione), C(=O)[O-].[NH4+] (ammonium formate). Reagents/catalysts: [Pd] (Pd/C). Run in CCO (EtOH). Product: COC=1C=C(CN2C(N(C3=CC=C(C=C3C2=O)N2CC(C2)O)C2CCOCC2)=O)C=CC1OC (3-(3,4-dimethoxybenzyl)-6-(3-hydroxyazetidin-1-yl)-1-(tetrahydro-2H-pyran-4-yl)-quinazoline-2,4(1H,3H)-dione). Yield: 50.7%. RXN SMILES: C([O:8][CH:9]1[CH2:12][N:11]([C:13]2[CH:14]=[C:15]3[C:20](=[CH:21][CH:22]=2)[N:19]([CH:23]2[CH2:28][CH2:27][O:26][CH2:25][CH2:24]2)[C:18](=[O:29])[N:17]([CH2:30][C:31]2[CH:36]=[CH:35][C:34]([O:37][CH3:38])=[C:33]([O:39][CH3:40])[CH:32]=2)[C:16]3=[O:41])[CH2:10]1)C1C=CC=CC=1.C([O-])=O.[NH4+]>CCO.[Pd]>[CH3:40][O:39][C:33]1[CH:32]=[C:31]([CH:36]=[CH:35][C:34]=1[O:37][CH3:38])[CH2:30][N:17]1[C:16](=[O:41])[C:15]2[C:20](=[CH:21][CH:22]=[C:13]([N:11]3[CH2:10][CH:9]([OH:8])[CH2:12]3)[CH:14]=2)[N:19]([CH:23]2[CH2:28][CH2:27][O:26][CH2:25][CH2:24]2)[C:18]1=[O:29] |f:1.2|. Procedure: A mixture of 0.04 g of the compound obtained in Step 10.1, 0.007 g of ammonium formate and 0.008 g of Pd/C (10%) in 7.2 ml of EtOH is irradiated in a microwave field for 1 hour at 120° C. The reaction mixture is filtered and evaporated under reduced pressure. The residue is chromatographed on silica gel, eluting with a DCM/MeOH mixture from (100/0, v/v) to (95/5, v/v) to give 0.017 g of the expected product. The reactants are CCOC(=O)C (EtOAc), C(CCC)[Li] (Butyllithium), C(C)(C)(C)OO (tert-butylhydroperoxide), C1(=CC=CC=C1)C([C@@H](C=CS(=O)(=O)C=C[C@H](C(C1=CC=CC=C1)C1=CC=CC=C1)NC([C@@H](NC(=O)OCC1=CC=CC=C1)CC(C)C)=O)NC([C@@H](NC(=O)OCC1=CC=CC=C1)CC(C)C)=O)C1=CC=CC=C1 (Phenyl-(3S)-3-(N-carbobenzyloxyleucyl)amino-4-phenylbut-1-enyl Sulfone). Run in C1CCOC1 (THF), C1CCOC1 (THF). The product is C1(=CC=CC=C1)C(C(=CCS(=O)(=O)CC=C(C(C1=CC=CC=C1)C1=CC=CC=C1)NC([C@@H](NC(=O)OCC1=CC=CC=C1)CC(C)C)=O)NC([C@@H](NC(=O)OCC1=CC=CC=C1)CC(C)C)=O)C1=CC=CC=C1 (Phenyl-3-(N-carbobenzyloxyleucyl)amino-4-phenylbut-2-enyl Sulfone). Yield: 63.0%. RXN SMILES: C([Li])CCC.C(OO)(C)(C)C.[C:12]1([CH:18]([C:79]2[CH:84]=[CH:83][CH:82]=[CH:81][CH:80]=2)[C@H:19]([NH:60][C:61](=[O:78])[C@H:62]([CH2:74][CH:75]([CH3:77])[CH3:76])[NH:63][C:64]([O:66][CH2:67][C:68]2[CH:73]=[CH:72][CH:71]=[CH:70][CH:69]=2)=[O:65])[CH:20]=[CH:21][S:22]([CH:25]=[CH:26][C@@H:27]([NH:41][C:42](=[O:59])[C@H:43]([CH2:55][CH:56]([CH3:58])[CH3:57])[NH:44][C:45]([O:47][CH2:48][C:49]2[CH:54]=[CH:53][CH:52]=[CH:51][CH:50]=2)=[O:46])[CH:28]([C:35]2[CH:40]=[CH:39][CH:38]=[CH:37][CH:36]=2)[C:29]2[CH:34]=[CH:33][CH:32]=[CH:31][CH:30]=2)(=[O:24])=[O:23])[CH:17]=[CH:16][CH:15]=[CH:14][CH:13]=1.CCOC(C)=O>C1COCC1>[C:29]1([CH:28]([C:35]2[CH:36]=[CH:37][CH:38]=[CH:39][CH:40]=2)[C:27]([NH:41][C:42](=[O:59])[C@H:43]([CH2:55][CH:56]([CH3:57])[CH3:58])[NH:44][C:45]([O:47][CH2:48][C:49]2[CH:54]=[CH:53][CH:52]=[CH:51][CH:50]=2)=[O:46])=[CH:26][CH2:25][S:22]([CH2:21][CH:20]=[C:19]([NH:60][C:61](=[O:78])[C@H:62]([CH2:74][CH:75]([CH3:77])[CH3:76])[NH:63][C:64]([O:66][CH2:67][C:68]2[CH:69]=[CH:70][CH:71]=[CH:72][CH:73]=2)=[O:65])[CH:18]([C:12]2[CH:17]=[CH:16][CH:15]=[CH:14][CH:13]=2)[C:79]2[CH:80]=[CH:81][CH:82]=[CH:83][CH:84]=2)(=[O:23])=[O:24])[CH:34]=[CH:33][CH:32]=[CH:31][CH:30]=1. Procedure: Butyllithium (3.63 ml, 6.17 mmol, 1.7 M in pentane) was added dropwise to a solution of tert-butylhydroperoxide (2.55 ml, 8.42 mmol, 3.3 M in toluene) in freshly distilled THF (80 ml) at −78° C. under argon. A solution of Cbz-Leu-Phe-VS-Ph (3.00 g, 5.61 mmol) in dry THF (30 ml) was added dropwise. The reaction was continued to stir at −20° C. for 45 minutes (TLC Hex/EtOAc 1:1). The reaction was quenched with saturated aqueous ammonium chloride (50 ml) and allowed to warm to room temperature. The... As a reaction SMILES: [CH3:35][C:36](=[O:37])[OH:38].[ClH:1].[ClH:2].[NH2:3][CH2:4][CH2:5][CH2:6][CH2:7][CH2:8][CH2:9][CH2:10][CH2:11][CH:12]([C:13](=[O:14])[O:15][CH2:16][CH3:17])[NH:18][CH:19]1[CH2:20][O:21][c:22]2[c:23]([cH:31][cH:32][cH:33][cH:34]2)[N:24]([CH2:27][C:28](=[O:29])[OH:30])[C:25]1=[O:26].[Na+:40].[OH-:39]>>[NH2:3][CH2:4][CH2:5][CH2:6][CH2:7][CH2:8][CH2:9][CH2:10][CH2:11][CH:12]([C:13](=[O:14])[OH:15])[NH:18][CH:19]1[CH2:20][O:21][c:22]2[c:23]([cH:31][cH:32][cH:33][cH:34]2)[N:24]([CH2:27][C:28](=[O:29])[OH:30])[C:25]1=[O:26]. Starting materials: CC(=O)O, Cl, Cl, CCOC(=O)C(CCCCCCCCN)NC1COc2ccccc2N(CC(=O)O)C1=O, [Na+], [OH-]. Yields the product NCCCCCCCCC(NC1COc2ccccc2N(CC(=O)O)C1=O)C(=O)O. Yields the product C(C)N1CC2=C(C=C(C=C2CC1)O)OC (2-Ethyl-8-methoxy-1,2,3,4-tetrahydroisoquinolin-6-ol), solid. Reaction SMILES: [CH2:1]([N:3]1[CH2:12][CH2:11][C:10]2[C:5](=[C:6]([O:15][CH3:16])[CH:7]=[C:8]([O:13]C)[CH:9]=2)[CH2:4]1)[CH3:2].C(=O)([O-])O.[Na+]>Br>[CH2:1]([N:3]1[CH2:12][CH2:11][C:10]2[C:5](=[C:6]([O:15][CH3:16])[CH:7]=[C:8]([OH:13])[CH:9]=2)[CH2:4]1)[CH3:2] |f:1.2|. Run at temperature 65 celsius. The yield is 58.0%. The reactants are C(C)N1CC2=C(C=C(C=C2CC1)OC)OC (2-ethyl-6,8-dimethoxy-1,2,3,4-tetrahydroisoquinoline), C(O)([O-])=O.[Na+] (sodium hydrogen carbonate). Procedure: A mixture of 2-ethyl-6,8-dimethoxy-1,2,3,4-tetrahydroisoquinoline (280 mg, 1.27 mmol) in 48% aqueous hydrobromic acid (3 mL) was heated at 65° C. for 24 h. The mixture was added to saturated sodium hydrogen carbonate solution and extracted with ethyl acetate (3×50 mL). The combined organic phase was washed with water, dried over anhydrous sodium sulfate, filtered and evaporated in vacuo. The resultant solid was purified by flash chromatography (silica, 12 g column, ISCO, 0-20% (2N ammonia in MeO... Run in Br (hydrobromic acid). Reactants: NC1=C(C=C(C=N1)C=1C=NN(C1)[C@H]1C[C@H](NC1)C(=O)O)C=1SC2=C(N1)C=CC=C2 ((2S,4S)-4-[4-(6-amino-5-benzothiazol-2-ylpyridin-3-yl)-pyrazol-1-yl]-pyrrolidine-2-carboxylic acid), Cl.CNC (dimethylamine hydrochloride), CCN(C(C)C)C(C)C (DIPEA), CN(C)C(=[N+](C)C)ON1C2=C(C=CC=C2)N=N1.[B-](F)(F)(F)F (TBTU). Solvent: CN(C)C=O (DMF). Reaction conditions: time 1 minute. Product: CN(C(=O)[C@H]1NC[C@H](C1)N1N=CC(=C1)C=1C=NC(=C(C1)C=1SC2=C(N1)C=CC=C2)N)C ((2S,4S)-4-[4-(6-Amino-5-benzothiazol-2-ylpyridin-3-yl)-pyrazol-1-yl]-pyrrolidine-2-carboxylic acid dimethylamide). Reaction SMILES: [NH2:1][C:2]1[N:7]=[CH:6][C:5]([C:8]2[CH:9]=[N:10][N:11]([C@@H:13]3[CH2:17][NH:16][C@H:15]([C:18]([OH:20])=O)[CH2:14]3)[CH:12]=2)=[CH:4][C:3]=1[C:21]1[S:22][C:23]2[CH:29]=[CH:28][CH:27]=[CH:26][C:24]=2[N:25]=1.Cl.[CH3:31][NH:32][CH3:33].CCN(C(C)C)C(C)C.CN(C(ON1N=NC2C=CC=CC1=2)=[N+](C)C)C.[B-](F)(F)(F)F>CN(C=O)C>[CH3:31][N:32]([CH3:33])[C:18]([C@@H:15]1[CH2:14][C@H:13]([N:11]2[CH:12]=[C:8]([C:5]3[CH:6]=[N:7][C:2]([NH2:1])=[C:3]([C:21]4[S:22][C:23]5[CH:29]=[CH:28][CH:27]=[CH:26][C:24]=5[N:25]=4)[CH:4]=3)[CH:9]=[N:10]2)[CH2:17][NH:16]1)=[O:20] |f:1.2,4.5|. Reported procedure: To a solution of (2S,4S)-4-[4-(6-amino-5-benzothiazol-2-ylpyridin-3-yl)-pyrazol-1-yl]-pyrrolidine-2-carboxylic acid (5.00 mg, 0.00969 mmol) in DMF (2 mL) at rt were added dimethylamine hydrochloride (20 mg, 0.25 mmol) and DIPEA (0.1 mL, 0.6 mmol), and the mixture was stirred for 1 min. TBTU (6.22 mg, 0.0194 mmol) was then added, and the solution was stirred for 10 min. The material was transferred to a separatory funnel. The organic layer was washed with water, and concentrated in vacuo. The mat...